This data is from the Open Reaction Database (ORD), a public repository of structured organic reaction records. The task is: describe an organic reaction: reactants, conditions, products, and yield The product is C1N(CCN2[C@H]1C1=C(CC3=C2C=CC=C3)C=CC=C1)C(=O)OCC (Ethyl (S)-(1,2,3,4,10,14b-hexahydrodibenzo[c,f]pyrazino[1,2-a]azepin-2-yl)carboxylate). Isolated yield 97.6%. Run in C1(=CC=CC=C1)C (toluene), C1(=CC=CC=C1)C (toluene). RXN SMILES: C[N:2]1[CH2:20][CH2:19][N:5]2[C:6]3[CH:18]=[CH:17][CH:16]=[CH:15][C:7]=3[CH2:8][C:9]3[CH:14]=[CH:13][CH:12]=[CH:11][C:10]=3[C@H:4]2[CH2:3]1.Cl[C:22]([O:24][CH2:25][CH3:26])=[O:23]>C1(C)C=CC=CC=1>[CH2:3]1[C@@H:4]2[C:10]3[CH:11]=[CH:12][CH:13]=[CH:14][C:9]=3[CH2:8][C:7]3[CH:15]=[CH:16][CH:17]=[CH:18][C:6]=3[N:5]2[CH2:19][CH2:20][N:2]1[C:22]([O:24][CH2:25][CH3:26])=[O:23]. Reactants: CN1C[C@H]2N(C3=C(CC4=C2C=CC=C4)C=CC=C3)CC1 ((S)-1,2,3.4,10,14b-hexahydro-2-methyldibenzo[c,f]pyrazino[1,2-a]azepine), ClC(=O)OCC (ethyl chloroformate). Reported procedure: A solution of 5.52 g of (S)-1,2,3.4,10,14b-hexahydro-2-methyldibenzo[c,f]pyrazino[1,2-a]azepine (prepared as described in preparation 6) in 30 ml of toluene was added dropwise to a solution of 6.8 g of ethyl chloroformate in 50 ml of toluene at 80° C. over a period of 10 minutes, and the mixture was heated under reflux for 3 hours. At the end of this time, the crystals which precipitated were removed by filtration, and solvent was removed from the filtrate by evaporation under reduced pressure, ... Starting materials: COC=1C=C(C=CC1OC)C(C#N)C(C)C (2-(3,4-dimethoxyphenyl)-3-methylbutanenitrile), [NH4+].[Cl-] (NH4Cl), C[Si](C)(C)[N-][Si](C)(C)C.[Na+] (sodium bis(trimethylsilyl)amide), BrCCCBr (1,3-dibromopropane). Run in O1CCCC1 (tetrahydrofuran). Conditions: temperature -30 celsius, time 10 minute. Product: BrCCCC(C#N)(C(C)C)C1=CC(=C(C=C1)OC)OC (5-bromo-2-(3,4-dimethoxyphenyl)-2-isopropylpentanenitrile). As a reaction SMILES: [CH3:1][O:2][C:3]1[CH:4]=[C:5]([CH:11]([CH:14]([CH3:16])[CH3:15])[C:12]#[N:13])[CH:6]=[CH:7][C:8]=1[O:9][CH3:10].C[Si]([N-][Si](C)(C)C)(C)C.[Na+].[Br:27][CH2:28][CH2:29][CH2:30]Br.[NH4+].[Cl-]>O1CCCC1>[Br:27][CH2:28][CH2:29][CH2:30][C:11]([C:5]1[CH:6]=[CH:7][C:8]([O:9][CH3:10])=[C:3]([O:2][CH3:1])[CH:4]=1)([CH:14]([CH3:16])[CH3:15])[C:12]#[N:13] |f:1.2,4.5|. Procedure details: To a solution of 11.21 g (51.1 mmol) of 2-(3,4-dimethoxyphenyl)-3-methylbutanenitrile in 126 mL of tetrahydrofuran (THF) at −30° C., was slowly added 46.0 mL (46.0 mmol) of sodium bis(trimethylsilyl)amide (NaHMDS, 1.0 M in THF). The mixture was stirred at −30° C. for 10 minutes and 9.40 mL (256 mmol) of 1,3-dibromopropane was added dropwise. The mixture was warmed to 22° C. and stirred for about 16 h. A saturated aqueous solution of NH4Cl was then added and the mixture was extracted with ethyl a... Starting materials: BrC(Br)(Br)Br, C[Si](C)(C)CCOCn1nnc2c(CO)cc(C(F)(F)F)cc21, C1CCOC1, c1ccc(P(c2ccccc2)c2ccccc2)cc1. Yields the product C[Si](C)(C)CCOCn1nnc2c(CBr)cc(C(F)(F)F)cc21. As a reaction SMILES: [C:24]([Br:25])([Br:26])([Br:27])[Br:28].[F:1][C:2]([c:3]1[cH:4][c:5]([CH2:20][OH:21])[c:6]2[c:7]([n:8]([CH2:11][O:12][CH2:13][CH2:14][Si:15]([CH3:16])([CH3:17])[CH3:18])[n:9][n:10]2)[cH:19]1)([F:22])[F:23].[O:48]1[CH2:49][CH2:50][CH2:51][CH2:52]1.[c:29]1([P:30]([c:31]2[cH:32][cH:33][cH:34][cH:35][cH:36]2)[c:37]2[cH:38][cH:39][cH:40][cH:41][cH:42]2)[cH:43][cH:44][cH:45][cH:46][cH:47]1>>[F:1][C:2]([c:3]1[cH:4][c:5]([CH2:20][Br:25])[c:6]2[c:7]([n:8]([CH2:11][O:12][CH2:13][CH2:14][Si:15]([CH3:16])([CH3:17])[CH3:18])[n:9][n:10]2)[cH:19]1)([F:22])[F:23].